Dataset: the Open Reaction Database (ORD), a public repository of structured organic reaction records. Task: describe an organic reaction: reactants, conditions, products, and yield The reactants are CC(C#N)(C)C1=NC=C(C=C1)[N+](=O)[O-] (2-methyl-2-(5-nitropyridin-2-yl)propanenitrile), O.O.Cl[Sn]Cl (SnCl2.2H2O), [OH-].[Na+] (NaOH). The solvent is CCOC(=O)C (EtOAc). Yields the product NC=1C=CC(=NC1)C(C#N)(C)C (2-(5-aminopyridin-2-yl)-2-methylpropanenitrile). Isolated yield 101.4%. RXN SMILES: [CH3:1][C:2]([C:6]1[CH:11]=[CH:10][C:9]([N+:12]([O-])=O)=[CH:8][N:7]=1)([CH3:5])[C:3]#[N:4].O.O.Cl[Sn]Cl.[OH-].[Na+]>CCOC(C)=O>[NH2:12][C:9]1[CH:10]=[CH:11][C:6]([C:2]([CH3:5])([CH3:1])[C:3]#[N:4])=[N:7][CH:8]=1 |f:1.2.3,4.5|. Reported procedure: The mixture of 2-methyl-2-(5-nitropyridin-2-yl)propanenitrile (I-1d, 2 g, 10.4 mmol) and SnCl2.2H2O (9.3 g, 41.6 mmol) in EtOAc (10 mL) was stirred at reflux for 4 h. After cooling to room temperature, aqueous 2 M NaOH (80 mL) was added to adjust the pH to 8˜9, the solid was filtered off, and the filtrate was extracted with ethyl acetate (3×40 mL). The combined organic layers were dried over anhydrous Na2SO4, and concentrated to afford 2-(5-aminopyridin-2-yl)-2-methylpropanenitrile (I-1) (1.7 g,... The reactants are BrC1=C(N=CN1C)C1=NC=CC(=C1)C#N (2-(5-bromo-1-methyl-1H-imidazol-4-yl)pyridine-4-carbonitrile), ClC=1C=C(C=CC1)B(O)O (3-chlorophenylboronic acid). The product is ClC=1C=C(C=CC1)C1=C(N=CN1C)C1=NC=CC(=C1)C#N (2-[5-(3-chlorophenyl)-1-methyl-1H-imidazol-4-yl]pyridine-4-carbonitrile). Reaction SMILES: Br[C:2]1[N:6]([CH3:7])[CH:5]=[N:4][C:3]=1[C:8]1[CH:13]=[C:12]([C:14]#[N:15])[CH:11]=[CH:10][N:9]=1.[Cl:16][C:17]1[CH:18]=[C:19](B(O)O)[CH:20]=[CH:21][CH:22]=1>>[Cl:16][C:17]1[CH:22]=[C:21]([C:2]2[N:6]([CH3:7])[CH:5]=[N:4][C:3]=2[C:8]2[CH:13]=[C:12]([C:14]#[N:15])[CH:11]=[CH:10][N:9]=2)[CH:20]=[CH:19][CH:18]=1. Reported procedure: The title compound was prepared from 2-(5-bromo-1-methyl-1H-imidazol-4-yl)pyridine-4-carbonitrile and 3-chlorophenylboronic acid according to the procedure for the preparation of Example 3, part A. [M+H] Calc'd for C16H11ClN4, 296. Found, 295, 297.